This data is from the Open Reaction Database (ORD), a public repository of structured organic reaction records. The task is: describe an organic reaction: reactants, conditions, products, and yield The reactants are [Mg] (magnesium), ClCC(C)(C1=CC=CC=C1)C (1-chloro-2-methyl-2-phenylpropane), S(=O)(=O)(Cl)Cl (sulfuryl chloride), II (iodine), P(=O)([O-])([O-])[O-] (phosphate). The solvent is C1CCOC1 (THF), C1CCOC1 (THF), C1CCOC1 (THF). Run at time 8 hour. The product is CC(CS(=O)(=O)Cl)(C)C1=CC=CC=C1 (2-Methyl-2-phenylpropylsulfonyl chloride). Isolated yield 63.8%. Reaction SMILES: [Mg].II.Cl[CH2:5][C:6]([CH3:14])([C:8]1[CH:13]=[CH:12][CH:11]=[CH:10][CH:9]=1)[CH3:7].[S:15](Cl)([Cl:18])(=[O:17])=[O:16].P([O-])([O-])([O-])=O>C1COCC1>[CH3:7][C:6]([C:8]1[CH:13]=[CH:12][CH:11]=[CH:10][CH:9]=1)([CH3:14])[CH2:5][S:15]([Cl:18])(=[O:17])=[O:16]. Procedure details: In a flask under argon were placed magnesium turnings (0.8 g, 0.036 mol), dry THF (10 mL) and a iodine crystal. Then, 1-chloro-2-methyl-2-phenylpropane (5 mL, 0.031 mol) in THF (15 mL) was added slowly and the reaction mixture was refluxed for 30 min. It was then allowed to cool to room temperature and finally it was cooled to -70° C. and sulfuryl chloride (2.5 mL, 0.031 mol) in THF (10 mL) was added dropwise. The reaction was allowed to warm up to room temperature and was stirred at this temper... The reactants are CCOC(C)=O, Cc1ccc(S(=O)(=O)n2nc(I)c3c2CC(c2ccccc2)(c2ccccc2)C=C3)cc1, [Na+], C1CCOC1, [OH-]. The product is Ic1n[nH]c2c1C=CC(c1ccccc1)(c1ccccc1)C2. As a reaction SMILES: [CH3:35][CH2:36][O:37][C:38](=[O:39])[CH3:40].[I:3][c:4]1[n:5][n:6]([S:25]([c:26]2[cH:27][cH:28][c:29]([CH3:30])[cH:31][cH:32]2)(=[O:33])=[O:34])[c:7]2[c:12]1[CH:11]=[CH:10][C:9]([c:13]1[cH:14][cH:15][cH:16][cH:17][cH:18]1)([c:19]1[cH:20][cH:21][cH:22][cH:23][cH:24]1)[CH2:8]2.[Na+:2].[O:41]1[CH2:42][CH2:43][CH2:44][CH2:45]1.[OH-:1]>>[I:3][c:4]1[n:5][nH:6][c:7]2[c:12]1[CH:11]=[CH:10][C:9]([c:13]1[cH:14][cH:15][cH:16][cH:17][cH:18]1)([c:19]1[cH:20][cH:21][cH:22][cH:23][cH:24]1)[CH2:8]2.